From a dataset of the Open Reaction Database (ORD), a public repository of structured organic reaction records. describe an organic reaction: reactants, conditions, products, and yield Reactants: C(CCCCCCCCCCCCCCC)NC1=CC=C(C(=O)O)C=C1 (4-(hexadecylamino)benzoic acid), S(=O)(Cl)Cl (thionyl chloride), C([O-])([O-])=O.[Na+].[Na+] (sodium carbonate), C(=O)(OCC1=CC=CC=C1)Cl (carbobenzyloxy chloride). Run in O (water), C(Cl)(Cl)Cl (chloroform). Conditions: temperature 40 celsius, time 2 hour. Yields the product C(=O)(OCC1=CC=CC=C1)N(C1=CC=C(C(=O)Cl)C=C1)CCCCCCCCCCCCCCCC (N-carbobenzyloxy-4-(hexadecylamino)benzoyl chloride). RXN SMILES: [CH2:1]([NH:17][C:18]1[CH:26]=[CH:25][C:21]([C:22]([OH:24])=O)=[CH:20][CH:19]=1)[CH2:2][CH2:3][CH2:4][CH2:5][CH2:6][CH2:7][CH2:8][CH2:9][CH2:10][CH2:11][CH2:12][CH2:13][CH2:14][CH2:15][CH3:16].C(=O)([O-])[O-].[Na+].[Na+].[C:33](Cl)([O:35][CH2:36][C:37]1[CH:42]=[CH:41][CH:40]=[CH:39][CH:38]=1)=[O:34].S(Cl)([Cl:46])=O>O.C(Cl)(Cl)Cl>[C:33]([N:17]([CH2:1][CH2:2][CH2:3][CH2:4][CH2:5][CH2:6][CH2:7][CH2:8][CH2:9][CH2:10][CH2:11][CH2:12][CH2:13][CH2:14][CH2:15][CH3:16])[C:18]1[CH:19]=[CH:20][C:21]([C:22]([Cl:46])=[O:24])=[CH:25][CH:26]=1)([O:35][CH2:36][C:37]1[CH:38]=[CH:39][CH:40]=[CH:41][CH:42]=1)=[O:34] |f:1.2.3|. Procedure: To 15 g. (41.5 m moles) 4-(hexadecylamino)benzoic acid in 200 ml. warm chloroform is added 15 g. sodium carbonate in 150 ml. water. To the vigorously stirred solution is added 10 g. (59 m moles) carbobenzyloxy chloride. After 2 hours stirring at 40° C., the layers are separated, washed three times with 1 N hydrochloric acid, dried, and evaporated to an oil. The oil is dissolved in 300 ml. toluene, treated with 15 ml. (5 eq) thionyl chloride and the solution is refluxed for 5 hours. The solvents ... Product: OCC1=CC2=C(C(NC3=C(S2)C=CC=C3)=O)C=C1 (3-Hydroxymethyl-10,11-dihydro-11-oxodibenzo[b,f][1,4]thiazepine). Run in O1CCCC1 (tetrahydrofuran), O (water), O1CCCC1 (tetrahydrofuran). Run at time 3 hour. Reported procedure: Dissolve 5.1 gm. of 10,11-dihydro-11-oxodibenzo[b,f][1,4]thiazepin-3-carboxylic acid in 100 cc. of tetrahydrofuran and add 35 cc. of 1 M borane in tetrahydrofuran at room temperature under a nitrogen atmosphere. Stir the mixture at room temperature for 3 hours. Slowly dilute the reaction mixture with water and then with ethyl acetate. Wash with aqueous sodium chloride, dry and evaporate to an oil. As a reaction SMILES: [O:1]=[C:2]1[C:8]2[CH:9]=[CH:10][C:11]([C:13](O)=[O:14])=[CH:12][C:7]=2[S:6][C:5]2[CH:16]=[CH:17][CH:18]=[CH:19][C:4]=2[NH:3]1.B.C(OCC)(=O)C>O1CCCC1.O>[OH:14][CH2:13][C:11]1[CH:10]=[CH:9][C:8]2[C:2](=[O:1])[NH:3][C:4]3[CH:19]=[CH:18][CH:17]=[CH:16][C:5]=3[S:6][C:7]=2[CH:12]=1. Reactants: O=C1NC2=C(SC3=C1C=CC(=C3)C(=O)O)C=CC=C2 (10,11-dihydro-11-oxodibenzo[b,f][1,4]thiazepin-3-carboxylic acid), B (borane), C(C)(=O)OCC (ethyl acetate). Starting materials: O(C1=CC=CC=C1)CCCNC=1C2=CC=CC=C2N=C2CCCC(C12)=O (3,4-dihydro-9-(3-phenoxypropyl)aminoacridin-1(2H)-one), [H-].[H-].[H-].[H-].[Li+].[Al+3] (LiAlH4), [Cl-].[NH4+] (ammonium chloride). Run in C1CCOC1 (THF), C1CCOC1 (THF). Reaction conditions: time 0.5 hour. The product is O(C1=CC=CC=C1)CCCNC=1C2=CC=CC=C2N=C2CCCC(C12)O (9-(3-Phenoxypropylamino)-1,2,3,4-tetrahydroacridin-1-ol). As a reaction SMILES: [O:1]([CH2:8][CH2:9][CH2:10][NH:11][C:12]1[C:13]2[C:18]([N:19]=[C:20]3[C:25]=1[C:24](=[O:26])[CH2:23][CH2:22][CH2:21]3)=[CH:17][CH:16]=[CH:15][CH:14]=2)[C:2]1[CH:7]=[CH:6][CH:5]=[CH:4][CH:3]=1.[H-].[H-].[H-].[H-].[Li+].[Al+3].[Cl-].[NH4+]>C1COCC1>[O:1]([CH2:8][CH2:9][CH2:10][NH:11][C:12]1[C:13]2[C:18]([N:19]=[C:20]3[C:25]=1[CH:24]([OH:26])[CH2:23][CH2:22][CH2:21]3)=[CH:17][CH:16]=[CH:15][CH:14]=2)[C:2]1[CH:3]=[CH:4][CH:5]=[CH:6][CH:7]=1 |f:1.2.3.4.5.6,7.8|. Procedure: In 100 ml of dry THF was dissolved 2.47 g of 3,4-dihydro-9-(3-phenoxypropyl)aminoacridin-1(2H)-one. The mechanically stirred solution was cooled in ice under nitrogen and 3.6 ml of 1M LiAlH4 in THF was added dropwise over 5 minutes. After 0.5 hour the reaction was complete by TLC. The reaction was neutralized with 1 ml of saturated ammonium chloride solution and the inorganic salts were filtered off. The filtrate was evaporated to an oil which solidified when triturated with pentane. The solid w... Starting materials: CCN(C(C)C)C(C)C, O=C(Cl)c1nccc2cc(Oc3cc(Cl)ncn3)ccc12, ClCCl, Nc1ccc(F)c(C(F)(F)F)c1, O. Yields the product O=C(Nc1ccc(F)c(C(F)(F)F)c1)c1nccc2cc(Oc3cc(Cl)ncn3)ccc12. As a reaction SMILES: [CH:34]([N:35]([CH:36]([CH3:37])[CH3:38])[CH2:39][CH3:40])([CH3:41])[CH3:42].[Cl:1][c:2]1[cH:3][c:4]([O:8][c:9]2[cH:10][c:11]3[cH:12][cH:13][n:14][c:15]([C:19](=[O:20])[Cl:21])[c:16]3[cH:17][cH:18]2)[n:5][cH:6][n:7]1.[Cl:44][CH2:45][Cl:46].[F:22][c:23]1[c:24]([C:30]([F:31])([F:32])[F:33])[cH:25][c:26]([NH2:27])[cH:28][cH:29]1.[OH2:43]>>[Cl:1][c:2]1[cH:3][c:4]([O:8][c:9]2[cH:10][c:11]3[cH:12][cH:13][n:14][c:15]([C:19](=[O:20])[NH:27][c:26]4[cH:25][c:24]([C:30]([F:31])([F:32])[F:33])[c:23]([F:22])[cH:29][cH:28]4)[c:16]3[cH:17][cH:18]2)[n:5][cH:6][n:7]1. Reactants: CC(C(=O)O)(C=CSC)C (2,2-dimethyl-4-methylthio-3-butenoic acid), C(=O)(N1C=NC=C1)N1C=NC=C1 (carbonyldiimidazole), O (water), ClC1=CC=C(N)C=C1 (p-chloroaniline). Solvent: C(C)(=O)OCC (ethyl acetate). Run at time 16 hour. Yields the product ClC1=CC=C(C=C1)NC(C(C=CSC)(C)C)=O (N-(4-chlorophenyl)-2,2-dimethyl-4-(methylthio)-3-butenamide). Isolated yield 32.1%. RXN SMILES: [CH3:1][C:2]([CH3:10])([CH:6]=[CH:7][S:8][CH3:9])[C:3](O)=[O:4].C(N1C=CN=C1)(N1C=CN=C1)=O.[Cl:23][C:24]1[CH:30]=[CH:29][C:27]([NH2:28])=[CH:26][CH:25]=1.O>C(OCC)(=O)C>[Cl:23][C:24]1[CH:30]=[CH:29][C:27]([NH:28][C:3](=[O:4])[C:2]([CH3:10])([CH3:1])[CH:6]=[CH:7][S:8][CH3:9])=[CH:26][CH:25]=1. Procedure: A solution of 0.5 g of 2,2-dimethyl-4-methylthio-3-butenoic acid in 20 mL of ethyl acetate was treated with 0.6 g of carbonyldiimidazole, and the solution was heated for 10 minutes at reflux. After the solution had cooled, 0.65 g of p-chloroaniline was added and heating continued for 16 hours. The solution was then cooled, poured into water and extracted into ethyl acetate. The organic layer was washed with 50 mL of 1N HCl, dried over MgSO4, and concentrated. The residual solid was recrystallize... The reactants are CC1=CC=C(C=C1)C1=CC(=CC(=C1)C(NCC=1C=NC(=NC1)C)=O)C(=O)O (4′-methyl-5-((2-methylpyrimidin-5-yl)methylcarbamoyl)-biphenyl-3-carboxylic acid), Cl.CN(CCCN=C=NCC)C (N-(3-dimethylaminopropyl)-N′-ethylcarbodiimide hydrochloride), O.ON1N=NC2=C1C=CC=C2 (1-hydroxybenzotriazole hydrate), N1CCCC1 (pyrrolidine), C(C)(C)N(C(C)C)CC (N,N-diisopropylethylamine). Run in C(Cl)Cl (CH2Cl2). Reaction conditions: time 8 hour. The product is CC1=CC=C(C=C1)C1=CC(=CC(=C1)C(=O)N1CCCC1)C(=O)NCC=1C=NC(=NC1)C (4′-Methyl-N-((2-methylpyrimidin-5-yl)methyl)-5-(pyrrolidine-1-carbonyl)biphenyl-3-carboxamide). As a reaction SMILES: [CH3:1][C:2]1[CH:7]=[CH:6][C:5]([C:8]2[CH:13]=[C:12]([C:14](=[O:24])[NH:15][CH2:16][C:17]3[CH:18]=[N:19][C:20]([CH3:23])=[N:21][CH:22]=3)[CH:11]=[C:10]([C:25](O)=[O:26])[CH:9]=2)=[CH:4][CH:3]=1.Cl.CN(C)[CH2:31][CH2:32][CH2:33][N:34]=[C:35]=NCC.O.ON1C2C=CC=CC=2N=N1.N1CCCC1.C(N(CC)C(C)C)(C)C>C(Cl)Cl>[CH3:1][C:2]1[CH:7]=[CH:6][C:5]([C:8]2[CH:9]=[C:10]([C:25]([N:34]3[CH2:35][CH2:31][CH2:32][CH2:33]3)=[O:26])[CH:11]=[C:12]([C:14]([NH:15][CH2:16][C:17]3[CH:18]=[N:19][C:20]([CH3:23])=[N:21][CH:22]=3)=[O:24])[CH:13]=2)=[CH:4][CH:3]=1 |f:1.2,3.4|. Procedure: To a mixture of 4′-methyl-5-((2-methylpyrimidin-5-yl)methylcarbamoyl)-biphenyl-3-carboxylic acid (11 mg, 0.030 mmol), N-(3-dimethylaminopropyl)-N′-ethylcarbodiimide hydrochloride (12 mg, 0.061 mmol), 1-hydroxybenzotriazole hydrate (4.7 mg, 0.030 mmol), and CH2Cl2 (2 mL) were added pyrrolidine (3.2 mg, 0.046 mmol) and N,N-diisopropylethylamine (11 μL, 0.061 mmol). The mixture was stirred at room temperature overnight, and then concentrated in vacuo. The residue was purified by preparative HPLC (1... Reaction SMILES: [Br:1]Br.[Cl:3][C:4]1[CH:9]=[CH:8][C:7]([CH:10]([OH:15])[CH2:11][CH2:12][CH:13]=[CH2:14])=[CH:6][CH:5]=1.N1C2C(=CC=CC=2)C=CC=1>CCOCC>[Br:1][CH2:14][CH:13]1[CH2:12][CH2:11][CH:10]([C:7]2[CH:6]=[CH:5][C:4]([Cl:3])=[CH:9][CH:8]=2)[O:15]1. The yield is 18.1%. The product is BrCC1OC(CC1)C1=CC=C(C=C1)Cl (2-bromomethyl-5-(4-chlorophenyl)tetrahydrofuran). Starting materials: BrBr (bromine), ClC1=CC=C(C=C1)C(CCC=C)O (5-(4-chlorophenyl)-pent-1-en-5-ol), N1=CC=CC2=CC=CC=C12 (quinoline). Reported procedure: 16 g (0.1 mole) of bromine are added dropwise to 17.3 g (0.1 mole) of 5-(4-chlorophenyl)-pent-1-en-5-ol in 50 ml of absolute ether at 0° C. When the addition has ended, 13 g (0.1 mole) of quinoline are added, whereupon the temperature rises to 15° C. and quinoline hydrobromide precipitates. The precipitate is filtered off with suction, the filtrate is evaporated in vacuo and the residue is heated on a waterbath for 1 hour. After cooling, the residue is taken up in ether, the mixture is washed wi... Run in CCOCC (ether).